Task: describe an organic reaction: reactants, conditions, products, and yield. Dataset: the Open Reaction Database (ORD), a public repository of structured organic reaction records Reactants: Cl.COC(=O)[C@@H]1[C@H]2CC[C@@H]([C@@H]1N)C2.FC2=CC=C(CN[C@@H]1[C@@H]([C@H]3CC[C@@H]1C3)C(=O)OC)C=C2 (Methyl (1S,2R,3S,4R)-3-[(4-Fluorobenzyl)amino]bicyclo[2.2.1]heptane-2-carboxylate Methyl (1S,2R,3S,4R)-3-aminobicyclo[2.2.1]heptane-2-carboxylate hydrochloride), FC1=CC=C(C=O)C=C1 (4-fluoro-benzaldehyde), C(#N)[BH3-].[Na+] (Sodium cyanoborohydride), C([O-])(O)=O.[Na+] (sodium bicarbonate), C(C)(=O)[O-].[Na+] (Sodium acetate). Run in CO (methanol), C(C)(=O)OCC (ethyl acetate). Reaction conditions: temperature 25 celsius, time 16 hour. Yields the product crude product, FC1=CC=C(CN[C@@H]2[C@@H]([C@H]3CC[C@@H]2C3)C(=O)OC)C=C1 (methyl (1S,2R,3S,4R)-3-[(4-fluorobenzyl)amino]bicyclo[2.2.1]heptane-2-carboxylate). Isolated yield 98.4%. Reaction SMILES: Cl.COC([C@H]1[C@@H](N)[C@H]2C[C@@H]1CC2)=O.[F:14][C:15]1[CH:33]=[CH:32][C:18]([CH2:19][NH:20][C@H:21]2[C@H:26]3[CH2:27][C@H:23]([CH2:24][CH2:25]3)[C@H:22]2[C:28]([O:30][CH3:31])=[O:29])=[CH:17][CH:16]=1.C([O-])(=O)C.[Na+].FC1C=CC(C=O)=CC=1.C([BH3-])#N.[Na+].C(=O)(O)[O-].[Na+]>CO.C(OCC)(=O)C>[F:14][C:15]1[CH:16]=[CH:17][C:18]([CH2:19][NH:20][C@H:21]2[C@H:26]3[CH2:27][C@H:23]([CH2:24][CH2:25]3)[C@H:22]2[C:28]([O:30][CH3:31])=[O:29])=[CH:32][CH:33]=1 |f:0.1.2,3.4,6.7,8.9|. Reported procedure: Methyl (1S,2R,3S,4R)-3-[(4-Fluorobenzyl)amino]bicyclo[2.2.1]heptane-2-carboxylate Methyl (1S,2R,3S,4R)-3-aminobicyclo[2.2.1]heptane-2-carboxylate hydrochloride (0.5 g, 2.43 mmol) was dissolved in methanol (12 mL). Sodium acetate (0.4 g, 4.86 mmol) was added followed by 4 Å powdered molecular sieves (0.5 g) and 4-fluoro-benzaldehyde (0.302 g, 2.43 mmol). Sodium cyanoborohydride (0.305 g, 4.86 mmol) was added and the mixture was stirred at 25° C. for 16 h. The mixture was poured into a mixture of ... Starting materials: CCOC(=O)C.CCCCCC (EtOAc hexane), FC=1C=C(C=CC1)CNC(=O)C=1C(N(C2=CC(=CC=C2C1C)C(F)(F)F)CCOC)=O (N-[(3-fluorophenyl)-methyl]-1-(2-methoxy-ethyl)-4-methyl-2-oxo-7-(trifluoromethyl)-1H-quinoline-3-carboxylic acid amide), BrB(Br)Br (tribromoborane). The solvent is C(Cl)Cl (DCM). Conditions: temperature 0 celsius, time 2 hour. The product is FC=1C=C(C=CC1)CNC(=O)C=1C(N(C2=CC(=CC=C2C1C)C(F)(F)F)CCO)=O (N-[(3-Fluorophenyl)-methyl]-1-(2-hydroxy-ethyl)-4-methyl-2-oxo-7-(trifluoromethyl)-1H-quinoline-3-carboxylic acid amide). Isolated yield 96.7%. Reaction SMILES: [F:1][C:2]1[CH:3]=[C:4]([CH2:8][NH:9][C:10]([C:12]2[C:13](=[O:31])[N:14]([CH2:27][CH2:28][O:29]C)[C:15]3[C:20]([C:21]=2[CH3:22])=[CH:19][CH:18]=[C:17]([C:23]([F:26])([F:25])[F:24])[CH:16]=3)=[O:11])[CH:5]=[CH:6][CH:7]=1.BrB(Br)Br.CCOC(C)=O.CCCCCC>C(Cl)Cl>[F:1][C:2]1[CH:3]=[C:4]([CH2:8][NH:9][C:10]([C:12]2[C:13](=[O:31])[N:14]([CH2:27][CH2:28][OH:29])[C:15]3[C:20]([C:21]=2[CH3:22])=[CH:19][CH:18]=[C:17]([C:23]([F:25])([F:26])[F:24])[CH:16]=3)=[O:11])[CH:5]=[CH:6][CH:7]=1 |f:2.3|. Procedure: To a solution of 800 mg (1.83 mmol) N-[(3-fluorophenyl)-methyl]-1-(2-methoxy-ethyl)-4-methyl-2-oxo-7-(trifluoromethyl)-1H-quinoline-3-carboxylic acid amide (example 4) in DCM (30 ml) was added 0.26 ml (2.7 mmol) tribromoborane at −78° C. The reaction mixture was stirred at 0° C. for 2 h. Then the reaction mixture was cooled to −78° C. and quenched with a sat. NaHCO3 sol. The reaction mixture was diluted with DCM (20 ml) and washed with a sat. NaHCO3 sol. (20 ml), brine (20 ml), and water (20 ml)...